describe an organic reaction: reactants, conditions, products, and yield From a dataset of the Open Reaction Database (ORD), a public repository of structured organic reaction records. The reactants are C(C)(=O)N1CCN(CC1)C1=C(C=C2C(C(=CN(C2=N1)CCF)C(=O)OCC)=O)F (ethyl 7-(4-acetyl-1-piperazinyl)-6-fluoro-1-(2-fluoroethyl)-1,4-dihydro-4-oxo-1,8-naphthyridine-3-carboxylate), C(C)O (ethanol). Solvent: Cl (hydrochloric acid). The product is FC=1C=C2C(C(=CN(C2=NC1N1CCNCC1)CCF)C(=O)O)=O (6-fluoro-1-(2-fluoroethyl)-1,4-dihydro-4-oxo-7-(1-piperazinyl)-1,8-naphthyridine-3-carboxylic acid). Isolated yield 88.0%. As a reaction SMILES: C([N:4]1[CH2:9][CH2:8][N:7]([C:10]2[N:19]=[C:18]3[C:13]([C:14](=[O:28])[C:15]([C:23]([O:25]CC)=[O:24])=[CH:16][N:17]3[CH2:20][CH2:21][F:22])=[CH:12][C:11]=2[F:29])[CH2:6][CH2:5]1)(=O)C.C(O)C>Cl>[F:29][C:11]1[CH:12]=[C:13]2[C:18](=[N:19][C:10]=1[N:7]1[CH2:8][CH2:9][NH:4][CH2:5][CH2:6]1)[N:17]([CH2:20][CH2:21][F:22])[CH:16]=[C:15]([C:23]([OH:25])=[O:24])[C:14]2=[O:28]. Procedure: A suspension of the above ester (4.8 g) in 10% hydrochloric acid (48 ml) is heated for 2 hours on a steam-bath. After cooling, an appropriate amount of ethanol is added to the mixture to precipitate crystals, which are collected by filtration, dissolved in water (about 50 ml), treated with active charcoal, and filtered. The filtrate is adjusted to pH 7.5-8 with 10% aqueous ammonia to give 3.5 g of 6-fluoro-1-(2-fluoroethyl)-1,4-dihydro-4-oxo-7-(1-piperazinyl)-1,8-naphthyridine-3-carboxylic acid ... Reactants: CC(=O)C (acetone), solvent, O.C(C)O (water ethanol), ClC1=CC(=C(C=C1C)O)[N+](=O)[O-] (4-chloro-5-methyl-2-nitrophenol), C(C)(=O)O (acetic acid). Reagents/catalysts: [Fe] (iron). The solvent is CCCCCC.C(C)(=O)OCC (hexane ethyl acetate). The product is NC1=C(C=C(C(=C1)Cl)C)O (2-amino-4-chloro-5-methylphenol). Isolated yield 41.9%. Reaction SMILES: O.C(O)C.C(O)(=O)C.[Cl:9][C:10]1[C:15]([CH3:16])=[CH:14][C:13]([OH:17])=[C:12]([N+:18]([O-])=O)[CH:11]=1.CC(C)=O>[Fe].CCCCCC.C(OCC)(=O)C>[NH2:18][C:12]1[CH:11]=[C:10]([Cl:9])[C:15]([CH3:16])=[CH:14][C:13]=1[OH:17] |f:0.1,6.7|. Procedure: To 15 ml of a solvent mixture of water-ethanol (1:1 (v:v)), there was added 0.5 ml of glacial acetic acid and heated under reflux. To the obtained solution, there were added 0.86 g of iron powder and 0.80 g (4.3 mmol) of 4-chloro-5-methyl-2-nitrophenol and the mixture was heated under reflux for additional 20 minutes. After cooling and adding 30 ml of acetone, the iron powder was filtered and washed with 50 ml of acetone. The filtrate was combined with the washing liquor and the solvent was dist... The product is NC1=NC(=C2N=CN(C2=N1)[C@H]1[C@H](O)[C@H](O)[C@H](O1)CO)S(=O)N (2-Amino-9-β-D-ribofuranosyl-9H-purine-6-sulfinamide). Reported procedure: A mixture of 2-amino-9-β-D-ribofuranosyl-9H-purine-6-sulfenamide (18) (1.57 g, 0.005 mol), ethanol (700 mL) and water (50 mL) was vigorously stirred and cooled in an ice bath. After the temperature of the suspension had decreased to <10° C., acetone was added to the ice bath to obtain a temperature of <0° C. With continual stirring a solution of commercially available (Aldrich Chem Co.) 3-chloroperoxybenzoic acid (80-85%, 1.0 g, 0.0046-0.0049 mol) in ethanol (40 mL) was added dropwise over a per... Reaction SMILES: [NH2:1][C:2]1[N:10]=[C:9]2[C:5]([N:6]=[CH:7][N:8]2[C@@H:11]2[O:17][C@H:16]([CH2:18][OH:19])[C@@H:14]([OH:15])[C@H:12]2[OH:13])=[C:4]([S:20][NH2:21])[N:3]=1.O.CC(C)=[O:25].ClC1C=C(C=CC=1)C(OO)=O>C(O)C>[NH2:1][C:2]1[N:10]=[C:9]2[C:5]([N:6]=[CH:7][N:8]2[C@@H:11]2[O:17][C@H:16]([CH2:18][OH:19])[C@@H:14]([OH:15])[C@H:12]2[OH:13])=[C:4]([S:20]([NH2:21])=[O:25])[N:3]=1. The solvent is C(C)O (ethanol), C(C)O (ethanol). Starting materials: NC1=NC(=C2N=CN(C2=N1)[C@H]1[C@H](O)[C@H](O)[C@H](O1)CO)SN (2-amino-9-β-D-ribofuranosyl-9H-purine-6-sulfenamide), O (water), ClC=1C=C(C(=O)OO)C=CC1 (3-chloroperoxybenzoic acid), CC(=O)C (acetone), ice, ice. The reactants are C(\C=C\C=C\C)O (Trans,trans-hexa-2,4-dien-1-ol), C1(CCC(=O)O1)=O (succinic anhydride), N,N-dimethylaminopyridine. RXN SMILES: [CH2:1]([OH:7])/[CH:2]=[CH:3]/[CH:4]=[CH:5]/[CH3:6].[C:8]1(=[O:14])[O:13][C:11](=[O:12])[CH2:10][CH2:9]1>>[C:8]([OH:13])(=[O:14])[CH2:9][CH2:10][C:11]([OH:7])=[O:12].[CH2:1]([OH:7])/[CH:2]=[CH:3]/[CH:4]=[CH:5]/[CH3:6] |f:2.3|. Product: C(CCC(=O)O)(=O)O.C(\C=C\C=C\C)O (trans,trans-hexa-2,4-dien-1-ol monosuccinate). Reported procedure: Trans,trans-hexa-2,4-dien-1-ol and succinic anhydride are reacted in the presence of N,N-dimethylaminopyridine to provide trans,trans-hexa-2,4-dien-1-ol monosuccinate. An aqueous solution of an excess of the monosuccinate is activated with 1-[3-(dimethylamino)propyl]-3-ethylcarbodiimide and coupled with human serum albumin, to provide a poly(diene) derivative 11. The reactants are Cc1ccc2[nH]c(=O)oc(=O)c2c1, [K+], O=[N+]([O-])[O-], O=S(=O)(O)O. Product: Cc1cc([N+](=O)[O-])c2[nH]c(=O)oc(=O)c2c1. As a reaction SMILES: [CH3:1][c:2]1[cH:3][cH:4][c:5]2[c:6]([c:7](=[O:8])[o:9][c:10](=[O:12])[nH:11]2)[cH:13]1.[K+:14].[O-:15][N+:16]([O-:17])=[O:18].[S:19](=[O:20])(=[O:21])([OH:22])[OH:23]>>[CH3:1][c:2]1[cH:3][c:4]([N+:16](=[O:15])[O-:17])[c:5]2[c:6]([c:7](=[O:8])[o:9][c:10](=[O:12])[nH:11]2)[cH:13]1.